From a dataset of the Open Reaction Database (ORD), a public repository of structured organic reaction records. describe an organic reaction: reactants, conditions, products, and yield The reactants are ClCCCl, Cn1c(=O)c(CNCC(c2ccccc2)C2CCN(C(=O)OC(C)(C)C)CC2)cc2ccccc21, CCN(C(C)C)C(C)C, ClCCl, O=C(O)C1CCCCC1. Product: Cn1c(=O)c(CN(CC(c2ccccc2)C2CCN(C(=O)OC(C)(C)C)CC2)C(=O)C2CCCCC2)cc2ccccc21. RXN SMILES: [CH2:36]([Cl:37])[CH2:38][Cl:39].[CH3:1][n:2]1[c:3](=[O:35])[c:4]([CH2:12][NH:13][CH2:14][CH:15]([c:16]2[cH:17][cH:18][cH:19][cH:20][cH:21]2)[CH:22]2[CH2:23][CH2:24][N:25]([C:28](=[O:29])[O:30][C:31]([CH3:32])([CH3:33])[CH3:34])[CH2:26][CH2:27]2)[cH:5][c:6]2[cH:7][cH:8][cH:9][cH:10][c:11]12.[CH:40]([N:41]([CH2:42][CH3:43])[CH:44]([CH3:45])[CH3:46])([CH3:47])[CH3:48].[Cl:58][CH2:59][Cl:60].[OH:49][C:50](=[O:51])[CH:52]1[CH2:53][CH2:54][CH2:55][CH2:56][CH2:57]1>>[CH3:1][n:2]1[c:3](=[O:35])[c:4]([CH2:12][N:13]([CH2:14][CH:15]([c:16]2[cH:17][cH:18][cH:19][cH:20][cH:21]2)[CH:22]2[CH2:23][CH2:24][N:25]([C:28](=[O:29])[O:30][C:31]([CH3:32])([CH3:33])[CH3:34])[CH2:26][CH2:27]2)[C:50](=[O:49])[CH:52]2[CH2:53][CH2:54][CH2:55][CH2:56][CH2:57]2)[cH:5][c:6]2[cH:7][cH:8][cH:9][cH:10][c:11]12. Starting materials: C(C)(C)(C)C1=NC=C(C(=N1)NCC=1OC=CC1)C(=O)N(C1CN(CC(C1)COS(=O)(=O)C)C(=O)OC(C)(C)C)CC(C)C (tert-Butyl 3-[({2-tert-butyl-4-[(furan-2-ylmethyl)amino]pyrimidin-5-yl}carbonyl)(2-methylpropyl)amino]-5-{[(methylsulfonyl)oxy]methyl}piperidine-1-carboxylate), N1C=NC=C1 (imidazole), C([O-])([O-])=O.[Cs+].[Cs+] (cesium carbonate). The solvent is C(O)([O-])=O.[Na+] (sodium hydrogen carbonate), CN(C(C)=O)C (N,N-dimethylacetamide). Run at temperature 60 celsius, time 1 day. Yields the product C(C)(C)(C)C1=NC=C(C(=N1)NCC=1OC=CC1)C(=O)N(C1CN(CC(C1)CN1C=NC=C1)C(=O)OC(C)(C)C)CC(C)C (tert-butyl 3-[({2-tert-butyl-4-[(furan-2-ylmethyl)amino]pyrimidin-5-yl}carbonyl)(2-methylpropyl)amino]-5-(1H-imidazol-1-ylmethyl)piperidine-1-carboxylate). Isolated yield 45.1%. RXN SMILES: [C:1]([C:5]1[N:10]=[C:9]([NH:11][CH2:12][C:13]2[O:14][CH:15]=[CH:16][CH:17]=2)[C:8]([C:18]([N:20]([CH2:40][CH:41]([CH3:43])[CH3:42])[CH:21]2[CH2:26][CH:25]([CH2:27]OS(C)(=O)=O)[CH2:24][N:23]([C:33]([O:35][C:36]([CH3:39])([CH3:38])[CH3:37])=[O:34])[CH2:22]2)=[O:19])=[CH:7][N:6]=1)([CH3:4])([CH3:3])[CH3:2].[NH:44]1[CH:48]=[CH:47][N:46]=[CH:45]1.C(=O)([O-])[O-].[Cs+].[Cs+]>CN(C)C(=O)C.C(=O)([O-])O.[Na+]>[C:1]([C:5]1[N:10]=[C:9]([NH:11][CH2:12][C:13]2[O:14][CH:15]=[CH:16][CH:17]=2)[C:8]([C:18]([N:20]([CH2:40][CH:41]([CH3:42])[CH3:43])[CH:21]2[CH2:26][CH:25]([CH2:27][N:44]3[CH:48]=[CH:47][N:46]=[CH:45]3)[CH2:24][N:23]([C:33]([O:35][C:36]([CH3:39])([CH3:37])[CH3:38])=[O:34])[CH2:22]2)=[O:19])=[CH:7][N:6]=1)([CH3:4])([CH3:2])[CH3:3] |f:2.3.4,6.7|. Procedure: tert-Butyl 3-[({2-tert-butyl-4-[(furan-2-ylmethyl)amino]pyrimidin-5-yl}carbonyl)(2-methylpropyl)amino]-5-{[(methylsulfonyl)oxy]methyl}piperidine-1-carboxylate (100 mg) and imidazole (30 mg) were dissolved in N,N-dimethylacetamide (4 ml), cesium carbonate (130 mg) was added and the mixture was stirred at 60° C. for 1 day. The reaction mixture was diluted with saturated aqueous sodium hydrogen carbonate solution, and the mixture was extracted with ethyl acetate. The extract was washed with saturat... The reactants are FC1=CC=C(C=C1)N1N=CC2=CC(=CC=C12)O[C@@H]([C@H](C)N)C1=CC=C(C=C1)C(F)(F)F ((1R,2S)-1-{[1-(4-fluorophenyl)-1H-indazol-5-yl]oxy}-1-[4-(trifluoromethyl)phenyl]propan-2-amine), O[C@H](C(=O)O)C ((S)-2-hydroxypropanoic acid). Product: FC1=CC=C(C=C1)N1N=CC2=CC(=CC=C12)O[C@@H]([C@H](C)NC([C@H](C)O)=O)C1=CC=C(C=C1)C(F)(F)F ((2S)N-[(1R,2S)-1-[1-(4-fluorophenyl)indazol-5-yl]oxy-1-[4-(trifluoromethyl)phenyl]propan-2-yl]-2-hydroxy-propanamide). Reaction SMILES: [F:1][C:2]1[CH:7]=[CH:6][C:5]([N:8]2[C:16]3[C:11](=[CH:12][C:13]([O:17][C@H:18]([C:22]4[CH:27]=[CH:26][C:25]([C:28]([F:31])([F:30])[F:29])=[CH:24][CH:23]=4)[C@@H:19]([NH2:21])[CH3:20])=[CH:14][CH:15]=3)[CH:10]=[N:9]2)=[CH:4][CH:3]=1.[OH:32][C@@H:33]([CH3:37])[C:34](O)=[O:35]>>[F:1][C:2]1[CH:7]=[CH:6][C:5]([N:8]2[C:16]3[C:11](=[CH:12][C:13]([O:17][C@H:18]([C:22]4[CH:27]=[CH:26][C:25]([C:28]([F:29])([F:31])[F:30])=[CH:24][CH:23]=4)[C@@H:19]([NH:21][C:34](=[O:35])[C@@H:33]([OH:32])[CH3:37])[CH3:20])=[CH:14][CH:15]=3)[CH:10]=[N:9]2)=[CH:4][CH:3]=1. Reported procedure: Prepared as described in Example 105 using (1R,2S)-1-{[1-(4-fluorophenyl)-1H-indazol-5-yl]oxy}-1-[4-(trifluoromethyl)phenyl]propan-2-amine (59a, 21 mg, 50 μmol) and (S)-2-hydroxypropanoic acid (12 mg, 150 μmol). Yield 13 mg (56%). Reactants: COC(C(C(=O)C)=CC1=CC(=CC=C1)[N+](=O)[O-])=O (2-(3-nitrobenzylidene)-acetoacetic acid methyl ester), C1(C=2C(C(N1CCOC(\C=C(\C)/N)=O)=O)=CC=CC2)=O (3-amino-crotonic acid-(2-phthalimidoethyl)ester). Run in C(C)O (ethanol). Product: CC=1NC(=C(C(C1C(=O)OC)C1=CC(=CC=C1)[N+](=O)[O-])C(=O)OCCN1C(C=2C(C1=O)=CC=CC2)=O)C (1,4-Dihydro-2,6-dimethyl-3-methoxycarbonyl-4-(3-nitrophenyl)-5-(2-phthalimidoethoxy)carbonyl-pyridine). The yield is 83.3%. Reaction SMILES: [CH3:1][O:2][C:3](=[O:18])[C:4](=[CH:8][C:9]1[CH:14]=[CH:13][CH:12]=[C:11]([N+:15]([O-:17])=[O:16])[CH:10]=1)[C:5]([CH3:7])=O.[C:19]1(=[O:38])[N:23]([CH2:24][CH2:25][O:26][C:27](=[O:32])/[CH:28]=[C:29](\[NH2:31])/[CH3:30])[C:22](=[O:33])[C:21]2=[CH:34][CH:35]=[CH:36][CH:37]=[C:20]12>C(O)C>[CH3:7][C:5]1[NH:31][C:29]([CH3:30])=[C:28]([C:27]([O:26][CH2:25][CH2:24][N:23]2[C:22](=[O:33])[C:21]3=[CH:34][CH:35]=[CH:36][CH:37]=[C:20]3[C:19]2=[O:38])=[O:32])[CH:8]([C:9]2[CH:14]=[CH:13][CH:12]=[C:11]([N+:15]([O-:17])=[O:16])[CH:10]=2)[C:4]=1[C:3]([O:2][CH3:1])=[O:18]. Procedure: Prepared by a method analogous to that of Example 1(a) from 14.95 g (60 mmol) of 2-(3-nitrobenzylidene)-acetoacetic acid methyl ester and 16.46 g (60 mmol) of 3-amino-crotonic acid-(2-phthalimidoethyl)ester in ethanol. 25.25 g (83%) of yellow crystals melting at 181°-182° C. are obtained. Reactants: N1C(=NC=C1)C1=CC=C(C=C1)[N+](=O)[O-] (4-(imidazol-2-yl)-nitrobenzene), C(C)I (ethyl iodide). Product: C(C)N1C(=NC=C1)C1=CC=C(C=C1)[N+](=O)[O-] (4-(1-ethyl-imidazol-2-yl)-nitrobenzene). As a reaction SMILES: [NH:1]1[CH:5]=[CH:4][N:3]=[C:2]1[C:6]1[CH:11]=[CH:10][C:9]([N+:12]([O-:14])=[O:13])=[CH:8][CH:7]=1.[CH2:15](I)[CH3:16]>>[CH2:15]([N:1]1[CH:5]=[CH:4][N:3]=[C:2]1[C:6]1[CH:7]=[CH:8][C:9]([N+:12]([O-:14])=[O:13])=[CH:10][CH:11]=1)[CH3:16]. Procedure: Prepared from 4-(imidazol-2-yl)-nitrobenzene and ethyl iodide Starting materials: NC1=C(C=C(C=C1)CC(=O)OC(C)(C)C)C (tert-butyl 4-amino-3-methylphenylacetate), FC(C1=C(C=CC=C1)N=C=O)(F)F (2-trifluoromethylphenyl isocyanate). The solvent is C1CCOC1 (THF). Reaction conditions: time 2 day. The product is CC=1C=C(C=CC1NC(=O)NC1=C(C=CC=C1)C(F)(F)F)CC(=O)OC(C)(C)C (tert-butyl 3-methyl-4-[N′-(2-trifluoromethylphenyl)ureido]phenylacetate). The yield is 61.9%. RXN SMILES: [NH2:1][C:2]1[CH:7]=[CH:6][C:5]([CH2:8][C:9]([O:11][C:12]([CH3:15])([CH3:14])[CH3:13])=[O:10])=[CH:4][C:3]=1[CH3:16].[F:17][C:18]([F:29])([F:28])[C:19]1[CH:24]=[CH:23][CH:22]=[CH:21][C:20]=1[N:25]=[C:26]=[O:27]>C1COCC1>[CH3:16][C:3]1[CH:4]=[C:5]([CH2:8][C:9]([O:11][C:12]([CH3:13])([CH3:15])[CH3:14])=[O:10])[CH:6]=[CH:7][C:2]=1[NH:1][C:26]([NH:25][C:20]1[CH:21]=[CH:22][CH:23]=[CH:24][C:19]=1[C:18]([F:17])([F:28])[F:29])=[O:27]. Procedure: To a stirred solution of tert-butyl 4-amino-3-methylphenylacetate (927 mg, 4.19 mmol) and Et3 N (645 μl, 4.63 mmol) in THF (10 ml) was added 2-trifluoromethylphenyl isocyanate (633 μl, 4.19 mmol) and the reaction mixture was stirred at room temperature for 2 days. The reaction mixture was concentrated to a small volume and diluted with n-hexane. Resulting precipitate was collected under a reduced pressure and the filtrate was washed with n-hexane to give tert-butyl 3-methyl-4-[N′-(2-trifluoromet...